From a dataset of the Open Reaction Database (ORD), a public repository of structured organic reaction records. describe an organic reaction: reactants, conditions, products, and yield Reactants: CC1=C(C=2C=CN(C2C(=C1)C)S(=O)(=O)C1=CC=C(C)C=C1)C=O (5,7-Dimethyl-1-tosyl-1H-indole-4-carbaldehyde), C1CC(=O)N(C1=O)Br (NBS). Solvent: O (H2O), CN(C)C=O (DMF). Reaction conditions: temperature 60 celsius, time 18.5 hour. Product: BrC1=CN(C=2C(=CC(=C(C12)C=O)C)C)S(=O)(=O)C1=CC=C(C)C=C1 (3-Bromo-5,7-dimethyl-1-tosyl-1H-indole-4-carbaldehyde). Reaction SMILES: [CH3:1][C:2]1[CH:10]=[C:9]([CH3:11])[C:8]2[N:7]([S:12]([C:15]3[CH:21]=[CH:20][C:18]([CH3:19])=[CH:17][CH:16]=3)(=[O:14])=[O:13])[CH:6]=[CH:5][C:4]=2[C:3]=1[CH:22]=[O:23].C1C(=O)N([Br:31])C(=O)C1>CN(C=O)C.O>[Br:31][C:5]1[C:4]2[C:3]([CH:22]=[O:23])=[C:2]([CH3:1])[CH:10]=[C:9]([CH3:11])[C:8]=2[N:7]([S:12]([C:15]2[CH:21]=[CH:20][C:18]([CH3:19])=[CH:17][CH:16]=2)(=[O:14])=[O:13])[CH:6]=1. Procedure: To a solution of 5,7-dimethyl-1-tosyl-1H-indole-4-carbaldehyde (Example 46-D) (2 g, 6.11 mmol) in DMF (10 mL) was added NBS (2.39 g, 13.44 mmol), and then the mixture was stirred at 60° C. for 18.5 h. The reaction mixture was cooled to room temperature. The mixture was diluted with H2O, the layers were separated and the aqueous layer was extracted with EtOAc. The organic phase was washed with H2O and brine, dried over Na2SO4, filtered and concentrated. The resulting residue was purified by silic... The reactants are NN1C(C2=CC=CC=C2C(=N1)C1=CC=C(C=C1)Cl)=O (2-amino-4-(4-chlorophenyl)phthalazin-1(2H)-one), FC(C(=O)Cl)C1=CC=CC=C1 (2-fluoro-2-phenylacetyl chloride). Product: ClC1=CC=C(C=C1)C1=NN(C(C2=CC=CC=C12)=O)NC(C(C1=CC=CC=C1)F)=O (N-[4-(4-chlorophenyl)-1-oxophthalazin-2(1H)-yl]-2-fluoro-2-phenylacetamide). Reaction SMILES: [NH2:1][N:2]1[N:11]=[C:10]([C:12]2[CH:17]=[CH:16][C:15]([Cl:18])=[CH:14][CH:13]=2)[C:9]2[C:4](=[CH:5][CH:6]=[CH:7][CH:8]=2)[C:3]1=[O:19].[F:20][CH:21]([C:25]1[CH:30]=[CH:29][CH:28]=[CH:27][CH:26]=1)[C:22](Cl)=[O:23]>>[Cl:18][C:15]1[CH:16]=[CH:17][C:12]([C:10]2[C:9]3[C:4](=[CH:5][CH:6]=[CH:7][CH:8]=3)[C:3](=[O:19])[N:2]([NH:1][C:22](=[O:23])[CH:21]([F:20])[C:25]3[CH:30]=[CH:29][CH:28]=[CH:27][CH:26]=3)[N:11]=2)=[CH:13][CH:14]=1. Reported procedure: The product of Example 86A and 2-fluoro-2-phenylacetyl chloride were treated using a method similar to that described in Example 1C to give the title compound. 1H NMR (300 MHz, DMSO-d6) δ ppm 12.22 (s, 1H), 8.39-8.45 (m, 1H), 7.90-8.07 (m, 2H), 7.69-7.78 (m, 1H), 7.61-7.68 (m, 6H), 7.46-7.53 (m, 3H), 6.26 (d, J=47.1 Hz, 1H); MS (ESI+) M/Z 408 (M+H)+. Reactants: CCCCC(=O)Cl, CC1NC(=O)OC1c1ccccc1, CCCCC(=O)N1C(=O)OCC1Cc1ccccc1. Product: CCCCC(=O)N1C(=O)OC(c2ccccc2)C1C. Reaction SMILES: [C:14]([Cl:15])(=[O:16])[CH2:17][CH2:18][CH2:19][CH3:20].[CH3:1][CH:2]1[CH:3]([c:4]2[cH:5][cH:6][cH:7][cH:8][cH:9]2)[O:10][C:11](=[O:12])[NH:13]1.[O:21]=[C:22]([CH2:23][CH2:24][CH2:25][CH3:26])[N:27]1[C:28](=[O:39])[O:29][CH2:30][CH:31]1[CH2:32][c:33]1[cH:34][cH:35][cH:36][cH:37][cH:38]1>>[O:21]=[C:22]([CH2:23][CH2:24][CH2:25][CH3:26])[N:27]1[C:28](=[O:39])[O:29][CH:32]([c:33]2[cH:34][cH:35][cH:36][cH:37][cH:38]2)[CH:31]1[CH3:30]. Reactants: ON=C(C)C1=CC=C(C=C1)NC(=O)N(CC(=O)OC)C1=C(C=CC=C1)CC=C (N-[4-(1-hydroxyiminoethyl)phenyl]-N'-(2 -allylphenyl)-N'-methoxycarbonylmethylurea), O([Na])C (NaOCH3). The solvent is CO (CH3OH), CO (CH3OH). The product is C(C=C)C1=C(C=CC=C1)N1C(=O)N(C(=O)C1)C1=CC=C(C=C1)C(C)=NO (1-(2-allylphenyl)-3-[4-(1-hydroxyiminoethyl)phenyl]hydantoin). RXN SMILES: [OH:1][N:2]=[C:3]([C:5]1[CH:10]=[CH:9][C:8]([NH:11][C:12]([N:14]([C:20]2[CH:25]=[CH:24][CH:23]=[CH:22][C:21]=2[CH2:26][CH:27]=[CH2:28])[CH2:15][C:16]([O:18]C)=O)=[O:13])=[CH:7][CH:6]=1)[CH3:4].O(C)[Na]>CO>[CH2:26]([C:21]1[CH:22]=[CH:23][CH:24]=[CH:25][C:20]=1[N:14]1[CH2:15][C:16](=[O:18])[N:11]([C:8]2[CH:7]=[CH:6][C:5]([C:3](=[N:2][OH:1])[CH3:4])=[CH:10][CH:9]=2)[C:12]1=[O:13])[CH:27]=[CH2:28]. Procedure: 0.01 mol of this urea is dissolved in 150 mL of CH3OH. the pH is adjusted to approximately 10.0 using 25% NaOCH3 solution in CH3OH. The solution is heated to reflux for 2.5 hours, after which time the solvent is removed in vacuo. The residue is washed with cold water and dried in vacuo to yield crude 1-(2-allylphenyl)-3-[4-(1-hydroxyiminoethyl)phenyl]hydantoin. The hydantoin is purified by recrystallization from CH3OH: H2O.